Dataset: the Open Reaction Database (ORD), a public repository of structured organic reaction records. Task: describe an organic reaction: reactants, conditions, products, and yield The reactants are CC(C)(C)c1csc(-c2cc3cc(CC#N)ccc3o2)n1, C1COCCO1, CC(N)=S, ClC(Cl)Cl. Yields the product CC(C)(C)c1csc(-c2cc3cc(CC(N)=S)ccc3o2)n1. RXN SMILES: [C:1]([CH3:2])([CH3:3])([CH3:4])[c:5]1[n:6][c:7](-[c:10]2[o:11][c:12]3[c:13]([cH:14]2)[cH:15][c:16]([CH2:19][C:20]#[N:21])[cH:17][cH:18]3)[s:8][cH:9]1.[CH2:26]1[O:27][CH2:28][CH2:29][O:30][CH2:31]1.[CH3:22][C:23]([NH2:24])=[S:25].[CH:32]([Cl:33])([Cl:34])[Cl:35]>>[C:1]([CH3:2])([CH3:3])([CH3:4])[c:5]1[n:6][c:7](-[c:10]2[o:11][c:12]3[c:13]([cH:14]2)[cH:15][c:16]([CH2:19][C:20]([NH2:21])=[S:25])[cH:17][cH:18]3)[s:8][cH:9]1.